From a dataset of the Open Reaction Database (ORD), a public repository of structured organic reaction records. describe an organic reaction: reactants, conditions, products, and yield The reactants are [Cl-].[NH4+] (ammonium chloride), C(C)[SiH](CC)CC (triethylsilane), BrC1=CC(=C(S1)CC)C(=O)OCC (ethyl 5-bromo-2-ethylthiophene-3-carboxylate), C(C)(C)[Mg]Br.O1CCCC1 (isopropylmagnesium bromide tetrahydrofuran), O1CCC(CC1)=O (Tetrahydro-4H-pyran-4-one). Run in FC(C(=O)O)(F)F (trifluoroacetic acid), O1CCCC1 (tetrahydrofuran). Run at time 1 hour. Product: C(C)C=1SC(=CC1C(=O)OCC)C1CCOCC1 (ethyl 2-ethyl-5-(tetrahydro-2H-pyran-4-yl)thiophene-3-carboxylate). Yield: 26.0%. Reaction SMILES: Br[C:2]1[S:6][C:5]([CH2:7][CH3:8])=[C:4]([C:9]([O:11][CH2:12][CH3:13])=[O:10])[CH:3]=1.C([Mg]Br)(C)C.O1CCCC1.[O:24]1[CH2:29][CH2:28][C:27](=O)[CH2:26][CH2:25]1.[Cl-].[NH4+].C([SiH](CC)CC)C>O1CCCC1.FC(F)(F)C(O)=O>[CH2:7]([C:5]1[S:6][C:2]([CH:27]2[CH2:28][CH2:29][O:24][CH2:25][CH2:26]2)=[CH:3][C:4]=1[C:9]([O:11][CH2:12][CH3:13])=[O:10])[CH3:8] |f:1.2,4.5|. Procedure details: To a solution of ethyl 5-bromo-2-ethylthiophene-3-carboxylate (5.00 g) synthesized in Example 69 (4) in tetrahydrofuran (50 mL) was added dropwise 1.0M isopropylmagnesium bromide-tetrahydrofuran solution (22.8 mL) at −45° C., and the mixture was stirred for 1 hr under an argon atmosphere. Tetrahydro-4H-pyran-4-one (5.26 mL) was added dropwise, and the mixture was stirred at −45° C. for 1 hr, and then at room temperature for 2 hr. Saturated aqueous ammonium chloride solution was added to quench t... Starting materials: CN1CCC(=CC2=C1C=CC(=C2)C2=CC=C(C=C2)C)C(=O)OC(C)(C)C (tert-butyl 1-methyl-7-(4-methylphenyl)-2,3-dihydro-1-benzoazepine-4-carboxylate), C(C)CC(=O)O.Cl (hydrochloric acid (ethyl acetate)). Solvent: C(C)(=O)OCC (ethyl acetate). Reaction conditions: time 20 hour. Product: Cl.CN1CCC(=CC2=C1C=CC(=C2)C2=CC=C(C=C2)C)C(=O)O (1-methyl-7-(4-methylphenyl)-2,3-dihydro-1-benzoazepine-4-carboxylic acid hydrochloride). Isolated yield 96.0%. RXN SMILES: [CH3:1][N:2]1[C:8]2[CH:9]=[CH:10][C:11]([C:13]3[CH:18]=[CH:17][C:16]([CH3:19])=[CH:15][CH:14]=3)=[CH:12][C:7]=2[CH:6]=[C:5]([C:20]([O:22]C(C)(C)C)=[O:21])[CH2:4][CH2:3]1.C(CC(O)=O)C.[ClH:33]>C(OCC)(=O)C>[ClH:33].[CH3:1][N:2]1[C:8]2[CH:9]=[CH:10][C:11]([C:13]3[CH:18]=[CH:17][C:16]([CH3:19])=[CH:15][CH:14]=3)=[CH:12][C:7]=2[CH:6]=[C:5]([C:20]([OH:22])=[O:21])[CH2:4][CH2:3]1 |f:1.2,4.5|. Reported procedure: In ethyl acetate (7.0 ml) was dissolved tert-butyl 1-methyl-7-(4-methylphenyl)-2,3-dihydro-1-benzoazepine-4-carboxylate (490 mg), and to the mixture was added 4N hydrochloric acid (ethyl acetate) (7.0 ml). The mixture was stirred at room temperature for 20 hours. The solvent was evaporated under reduced pressure, and the residue was washed with hexane (10 ml×3) to give 1-methyl-7-(4-methylphenyl)-2,3-dihydro-1-benzoazepine-4-carboxylic acid hydrochloride (443 mg, 96%). The reactants are C1(CCCCC1)N(C(=O)NC=1SC(=CN1)C=O)C1CCCCC1 (1,1-dicyclohexyl-3-(5-formyl-thiazol-2-yl)-urea), [BH4-].[Li+] (lithium borohydride). Solvent: CO (MeOH). Product: C1(CCCCC1)N(C(=O)NC=1SC(=CN1)CO)C1CCCCC1 (1,1-Dicyclohexyl-3-(5-hydroxymethyl-thiazol-2-yl)-urea). The yield is 96.8%. As a reaction SMILES: [CH:1]1([N:7]([CH:18]2[CH2:23][CH2:22][CH2:21][CH2:20][CH2:19]2)[C:8]([NH:10][C:11]2[S:12][C:13]([CH:16]=[O:17])=[CH:14][N:15]=2)=[O:9])[CH2:6][CH2:5][CH2:4][CH2:3][CH2:2]1.[BH4-].[Li+]>CO>[CH:18]1([N:7]([CH:1]2[CH2:6][CH2:5][CH2:4][CH2:3][CH2:2]2)[C:8]([NH:10][C:11]2[S:12][C:13]([CH2:16][OH:17])=[CH:14][N:15]=2)=[O:9])[CH2:19][CH2:20][CH2:21][CH2:22][CH2:23]1 |f:1.2|. Reported procedure: Prepared using 1,1-dicyclohexyl-3-(5-formyl-thiazol-2-yl)-urea (50 mg, 0.15 mmol) and lithium borohydride (95 μL, 2M in THF) in MeOH (1 mL). Purification without work-up (silica gel, 10% EtOAc and 2% MeOH in CH2Cl2) afforded 49 mg (97%) of the desired compound. The reactants are COc1ncccc1CN1CCC(CCc2ccccc2C)CC1, CCO. Yields the product Cc1ccccc1CCC1CCN(Cc2ccc[nH]c2=O)CC1. RXN SMILES: [CH3:1][O:2][c:3]1[n:4][cH:5][cH:6][cH:7][c:8]1[CH2:9][N:10]1[CH2:11][CH2:12][CH:13]([CH2:16][CH2:17][c:18]2[c:19]([CH3:24])[cH:20][cH:21][cH:22][cH:23]2)[CH2:14][CH2:15]1.[CH3:25][CH2:26][OH:27]>>[O:2]=[c:3]1[nH:4][cH:5][cH:6][cH:7][c:8]1[CH2:9][N:10]1[CH2:11][CH2:12][CH:13]([CH2:16][CH2:17][c:18]2[c:19]([CH3:24])[cH:20][cH:21][cH:22][cH:23]2)[CH2:14][CH2:15]1. The solvent is C(Cl)(Cl)Cl (chloroform), C(Cl)(Cl)Cl (chloroform). Reaction SMILES: F[C:2](F)(F)[C:3]([OH:5])=O.[OH:8][CH2:9][CH2:10][S:11]([C:14]1[C:15](OCCC)=[C:16]([O:38][CH3:39])[CH:17]=[C:18]([CH:20](O)[CH2:21][CH2:22][CH:23]([C:25]2[CH:30]=[C:29]([O:31][CH3:32])[C:28]([O:33][CH3:34])=[C:27]([O:35][CH3:36])[CH:26]=2)[OH:24])[CH:19]=1)(=[O:13])=[O:12].[C:44]([O-])([O-])=O.[Na+].[Na+]>C(Cl)(Cl)Cl>[OH:8][CH2:9][CH2:10][S:11]([C:14]1[C:15]([O:5][CH2:3][CH2:2][CH3:44])=[C:16]([O:38][CH3:39])[CH:17]=[C:18]([C@H:20]2[CH2:21][CH2:22][C@H:23]([C:25]3[CH:30]=[C:29]([O:31][CH3:32])[C:28]([O:33][CH3:34])=[C:27]([O:35][CH3:36])[CH:26]=3)[O:24]2)[CH:19]=1)(=[O:13])=[O:12] |f:2.3.4|. Reaction conditions: time 3.5 hour. Starting materials: C(=O)([O-])[O-].[Na+].[Na+] (Na2CO3), FC(C(=O)O)(F)F (Trifluoroacetic acid), OCCS(=O)(=O)C=1C(=C(C=C(C1)C(CCC(O)C1=CC(=C(C(=C1)OC)OC)OC)O)OC)OCCC (1-(5-(2-hydroxyethylsulfonyl)-4-n-propoxy-3-methoxyphenyl)-4-(3,4,5-trimethoxyphenyl) butan-1,4-diol). Product: OCCS(=O)(=O)C=1C(=C(C=C(C1)[C@@H]1O[C@H](CC1)C1=CC(=C(C(=C1)OC)OC)OC)OC)OCCC (trans-2-(5-(2-hydroxyethylsulphonyl)-4-n-propoxy-3-methoxyphenyl)-5-(3,4,5-trimethoxyphenyl)tetrahydrofuran). Procedure: Trifluoroacetic acid (10%, v/v) in chloroform (500 mL) was added to a stirred 0° C. solution of 1-(5-(2-hydroxyethylsulfonyl)-4-n-propoxy-3-methoxyphenyl)-4-(3,4,5-trimethoxyphenyl) butan-1,4-diol (75 g, 0.142 mole) in chloroform (500 mL). The temperature was slowly raised to room temperature and the mixture stirred for 3-4 hours. Anhydrous Na2CO3 (80 g, 0.75 mole) was added to this solution, and the mixture was stirred vigorously for 30 minutes. The solid was filtered off, and the filtrate was ... The reactants are O=C1CCC(=O)N1Br, COC(=O)c1ncc(C)n(-c2cccc(C(F)(F)F)c2)c1=O, CN(C)C=O, O. Yields the product COC(=O)c1nc(Br)c(C)n(-c2cccc(C(F)(F)F)c2)c1=O. As a reaction SMILES: [Br:23][N:24]1[C:25](=[O:26])[CH2:27][CH2:28][C:29]1=[O:30].[CH3:1][c:2]1[n:3](-[c:13]2[cH:14][c:15]([C:19]([F:20])([F:21])[F:22])[cH:16][cH:17][cH:18]2)[c:4](=[O:12])[c:5]([C:8](=[O:9])[O:10][CH3:11])[n:6][cH:7]1.[O:32]=[CH:33][N:34]([CH3:35])[CH3:36].[OH2:31]>>[CH3:1][c:2]1[n:3](-[c:13]2[cH:14][c:15]([C:19]([F:20])([F:21])[F:22])[cH:16][cH:17][cH:18]2)[c:4](=[O:12])[c:5]([C:8](=[O:9])[O:10][CH3:11])[n:6][c:7]1[Br:23].